From a dataset of the Open Reaction Database (ORD), a public repository of structured organic reaction records. describe an organic reaction: reactants, conditions, products, and yield Starting materials: COC(C)(C)C, CC1(C)OCC(CO)O1, CN(C)C=O, [Cl-], Clc1nc(SCOCc2ccccc2)ns1, [H-], [Na+], [Na+]. Yields the product CC1(C)OCC(COc2nc(SCOCc3ccccc3)ns2)O1. RXN SMILES: [C:30]([O:31][CH3:32])([CH3:33])([CH3:34])[CH3:35].[CH3:17][C:18]1([CH3:25])[O:19][CH2:20][CH:21]([CH2:23][OH:24])[O:22]1.[CH3:36][N:37]([CH3:38])[CH:39]=[O:40].[Cl-:29].[Cl:1][c:2]1[n:3][c:4]([S:7][CH2:8][O:9][CH2:10][c:11]2[cH:12][cH:13][cH:14][cH:15][cH:16]2)[n:5][s:6]1.[H-:26].[Na+:27].[Na+:28]>>[c:2]1([O:24][CH2:23][CH:21]2[CH2:20][O:19][C:18]([CH3:17])([CH3:25])[O:22]2)[n:3][c:4]([S:7][CH2:8][O:9][CH2:10][c:11]2[cH:12][cH:13][cH:14][cH:15][cH:16]2)[n:5][s:6]1. The reactants are C(CCCC)C=1C=NC(=NC1)C1=CC=C(C=C1)C1=CC=C(C=C1)Br (5-n-pentyl-2-(4'-bromo-4-biphenylyl)-pyrimidine), [Cu]C#N (copper-(I) cyanide), C(CN)N (ethylenediamine). Run in CN(C=O)C (dimethylformamide). The product is C(CCCC)C=1C=NC(=NC1)C1=CC=C(C=C1)C1=CC=C(C=C1)C#N (5-n-pentyl-2-(4'-cyano-4-biphenylyl)-pyrimidine). As a reaction SMILES: [CH2:1]([C:6]1[CH:7]=[N:8][C:9]([C:12]2[CH:17]=[CH:16][C:15]([C:18]3[CH:23]=[CH:22][C:21](Br)=[CH:20][CH:19]=3)=[CH:14][CH:13]=2)=[N:10][CH:11]=1)[CH2:2][CH2:3][CH2:4][CH3:5].[Cu][C:26]#[N:27].C(N)CN>CN(C)C=O>[CH2:1]([C:6]1[CH:7]=[N:8][C:9]([C:12]2[CH:17]=[CH:16][C:15]([C:18]3[CH:23]=[CH:22][C:21]([C:26]#[N:27])=[CH:20][CH:19]=3)=[CH:14][CH:13]=2)=[N:10][CH:11]=1)[CH2:2][CH2:3][CH2:4][CH3:5]. Procedure details: 1.5 g. of 5-n-pentyl-2-(4'-bromo-4-biphenylyl)-pyrimidine are heated to the reflux for 22 hours with 2.5 g. of copper-(I) cyanide (content 70%) in 50 ml. of dimethylformamide. After cooling, 25 ml. of 10% strength aqueous ethylenediamine solution are added and, after stirring for a short time, the mixture is extracted with methylene chloride. The organic extract is shaken again with 25 ml. of ethylenediamine solution and then washed until it gives a neutral reaction. The crude concentrate is chr... Starting materials: C1(=CC=CC=C1)CCC(=O)NCC(=O)O ((3-phenyl-propionylamino)-acetic acid), Cl.ClC1=C(C=C(C=C1)C(F)(F)F)C(C1=CC=CC=C1)N (rac-C-(2-Chloro-5-trifluoromethyl-phenyl)-C-phenyl-methylamine hydrochloride). The product is ClC1=C(C=C(C=C1)C(F)(F)F)C(C1=CC=CC=C1)NC(=O)CNC(CCC1=CC=CC=C1)=O (rac-N-({[(2-Chloro-5-trifluoromethyl-phenyl)-phenyl-methyl]-carbamoyl}-methyl)-3-phenyl-propionamide). As a reaction SMILES: [C:1]1([CH2:7][CH2:8][C:9]([NH:11][CH2:12][C:13]([OH:15])=O)=[O:10])[CH:6]=[CH:5][CH:4]=[CH:3][CH:2]=1.Cl.[Cl:17][C:18]1[CH:23]=[CH:22][C:21]([C:24]([F:27])([F:26])[F:25])=[CH:20][C:19]=1[CH:28]([NH2:35])[C:29]1[CH:34]=[CH:33][CH:32]=[CH:31][CH:30]=1>>[Cl:17][C:18]1[CH:23]=[CH:22][C:21]([C:24]([F:26])([F:27])[F:25])=[CH:20][C:19]=1[CH:28]([NH:35][C:13]([CH2:12][NH:11][C:9](=[O:10])[CH2:8][CH2:7][C:1]1[CH:2]=[CH:3][CH:4]=[CH:5][CH:6]=1)=[O:15])[C:29]1[CH:30]=[CH:31][CH:32]=[CH:33][CH:34]=1 |f:1.2|. Procedure: Prepared in analogy to example 1.1 from (3-phenyl-propionylamino)-acetic acid (CA [56613-60-6]) and rac-C-(2-Chloro-5-trifluoromethyl-phenyl)-C-phenyl-methylamine hydrochloride (CA [13954-13-7]).